From a dataset of the Open Reaction Database (ORD), a public repository of structured organic reaction records. describe an organic reaction: reactants, conditions, products, and yield Yields the product CCNc1nc2ccc(CCc3ccc(CN4CCCCC4)o3)cc2o1. The reactants are CCNc1nc2ccc(CCc3ccco3)cc2o1, C1CCNCC1, CC(=O)O, Cl. Reaction SMILES: [CH2:1]([CH3:2])[NH:3][c:4]1[o:5][c:6]2[c:7]([n:8]1)[cH:9][cH:10][c:11]([CH2:13][CH2:14][c:15]1[o:16][cH:17][cH:18][cH:19]1)[cH:12]2.[CH2:21]1[CH2:22][CH2:23][NH:24][CH2:25][CH2:26]1.[CH3:27][C:28](=[O:29])[OH:30].[ClH:20]>>[CH2:1]([CH3:2])[NH:3][c:4]1[o:5][c:6]2[c:7]([n:8]1)[cH:9][cH:10][c:11]([CH2:13][CH2:14][c:15]1[o:16][c:17]([CH2:27][N:24]3[CH2:23][CH2:22][CH2:21][CH2:26][CH2:25]3)[cH:18][cH:19]1)[cH:12]2.